From a dataset of the Open Reaction Database (ORD), a public repository of structured organic reaction records. describe an organic reaction: reactants, conditions, products, and yield Starting materials: ClC1=NC(=CC=2N1N=C(N2)C2CCN(CC2)C(C)C)C2=C(C=C(C=C2)F)F (5-chloro-7-(2,4-difluorophenyl)-2-[1-(propan-2-yl)piperidin-4-yl][1,2,4]-triazolo[1,5-c]pyrimidine), Cl.NC1=NC(=CC=C1C(C(F)(F)F)=O)NC1CNCCC1 (1-[2-Amino-6-(piperidin-3-ylamino)pyridin-3-yl]-2,2,2-trifluoroethanone hydrochloride), C(C)(C)N(C(C)C)CC (N,N-diisopropylethylamine). Solvent: CS(=O)C (DMSO). Run at temperature 130 celsius. Product: NC1=NC(=CC=C1C(C(F)(F)F)=O)NC1CN(CCC1)C1=NC(=CC=2N1N=C(N2)C2CCN(CC2)C(C)C)C2=C(C=C(C=C2)F)F (1-{2-Amino-6-[(1-{7-(2,4-difluorophenyl)-2-[1-(propan-2-yl)piperidin-4-yl][1,2,4]triazolo[1,5-c]-pyrimidin-5-yl}piperidin-3-yl)amino]pyridin-3-yl}-2,2,2-trifluoroethanone). RXN SMILES: Cl[C:2]1[N:7]2[N:8]=[C:9]([CH:11]3[CH2:16][CH2:15][N:14]([CH:17]([CH3:19])[CH3:18])[CH2:13][CH2:12]3)[N:10]=[C:6]2[CH:5]=[C:4]([C:20]2[CH:25]=[CH:24][C:23]([F:26])=[CH:22][C:21]=2[F:27])[N:3]=1.Cl.[NH2:29][C:30]1[C:35]([C:36](=[O:41])[C:37]([F:40])([F:39])[F:38])=[CH:34][CH:33]=[C:32]([NH:42][CH:43]2[CH2:48][CH2:47][CH2:46][NH:45][CH2:44]2)[N:31]=1.C(N(CC)C(C)C)(C)C>CS(C)=O>[NH2:29][C:30]1[C:35]([C:36](=[O:41])[C:37]([F:39])([F:40])[F:38])=[CH:34][CH:33]=[C:32]([NH:42][CH:43]2[CH2:48][CH2:47][CH2:46][N:45]([C:2]3[N:7]4[N:8]=[C:9]([CH:11]5[CH2:16][CH2:15][N:14]([CH:17]([CH3:18])[CH3:19])[CH2:13][CH2:12]5)[N:10]=[C:6]4[CH:5]=[C:4]([C:20]4[CH:25]=[CH:24][C:23]([F:26])=[CH:22][C:21]=4[F:27])[N:3]=3)[CH2:44]2)[N:31]=1 |f:1.2|. Reported procedure: 80 mg (0.2 mmol) of 5-chloro-7-(2,4-difluorophenyl)-2-[1-(propan-2-yl)piperidin-4-yl][1,2,4]-triazolo[1,5-c]pyrimidine, 81.2 mg (0.24 mmol) of 1-[2-amino-6-(piperidin-3-ylamino)pyridin-3-yl]-2,2,2-trifluoroethanone hydrochloride (Example 22A) and 0.213 ml (1.23 mmol) of N,N-diisopropylethylamine were initially charged in 1 ml of DMSO. The mixture was heated in the microwave at 130° C. for 30 min. This gave, after purification of the crude product by preparative HPLC (Method 11), 56 mg (42% of th...